Dataset: the Open Reaction Database (ORD), a public repository of structured organic reaction records. Task: describe an organic reaction: reactants, conditions, products, and yield Reactants: Cc1cccc2nc(SCc3ccc(C(=O)c4ccc(C(=O)O)cc4)cc3)n(C)c(=O)c12, CN(C)C=O, OC1CCNCC1. Yields the product Cc1cccc2nc(SCc3ccc(C(=O)c4ccc(C(=O)N5CCC(O)CC5)cc4)cc3)n(C)c(=O)c12. As a reaction SMILES: [C:1](=[O:2])([OH:3])[c:4]1[cH:5][cH:6][c:7]([C:8](=[O:9])[c:10]2[cH:11][cH:12][c:13]([CH2:14][S:15][c:16]3[n:17][c:18]4[cH:19][cH:20][cH:21][c:22]([CH3:28])[c:23]4[c:24](=[O:27])[n:25]3[CH3:26])[cH:29][cH:30]2)[cH:31][cH:32]1.[O:40]=[CH:41][N:42]([CH3:43])[CH3:44].[OH:33][CH:34]1[CH2:35][CH2:36][NH:37][CH2:38][CH2:39]1>>[C:1](=[O:3])([c:4]1[cH:5][cH:6][c:7]([C:8](=[O:9])[c:10]2[cH:11][cH:12][c:13]([CH2:14][S:15][c:16]3[n:17][c:18]4[cH:19][cH:20][cH:21][c:22]([CH3:28])[c:23]4[c:24](=[O:27])[n:25]3[CH3:26])[cH:29][cH:30]2)[cH:31][cH:32]1)[N:37]1[CH2:36][CH2:35][CH:34]([OH:33])[CH2:39][CH2:38]1.